From a dataset of the Open Reaction Database (ORD), a public repository of structured organic reaction records. describe an organic reaction: reactants, conditions, products, and yield Yields the product COc1cc(N2CCCS2(=O)=O)ccc1-c1nc2c(c(C3CCCCC3)nn2C)c(=O)[nH]1. Starting materials: O=C([O-])O, O=S(=O)(Cl)CCCCl, COc1cc(N)ccc1-c1nc2c(c(C3CCCCC3)nn2C)c(=O)[nH]1, [Na+], c1ccncc1. Reaction SMILES: [C:35](=[O:36])([O-:37])[OH:38].[Cl:27][CH2:28][CH2:29][CH2:30][S:31](=[O:32])(=[O:33])[Cl:34].[NH2:1][c:2]1[cH:3][c:4]([O:25][CH3:26])[c:5](-[c:8]2[nH:9][c:10](=[O:24])[c:11]3[c:12]([n:13]2)[n:14]([CH3:23])[n:15][c:16]3[CH:17]2[CH2:18][CH2:19][CH2:20][CH2:21][CH2:22]2)[cH:6][cH:7]1.[Na+:39].[cH:40]1[cH:41][cH:42][n:43][cH:44][cH:45]1>>[N:1]1([c:2]2[cH:3][c:4]([O:25][CH3:26])[c:5](-[c:8]3[nH:9][c:10](=[O:24])[c:11]4[c:12]([n:13]3)[n:14]([CH3:23])[n:15][c:16]4[CH:17]3[CH2:18][CH2:19][CH2:20][CH2:21][CH2:22]3)[cH:6][cH:7]2)[CH2:28][CH2:29][CH2:30][S:31]1(=[O:32])=[O:33]. The reactants are CCN=C=NCCCNC, CCOP(=O)(CC(=O)O)OCC, ClCCl, CN(C)c1ccncc1, Cl, C=CCO. Product: C=CCOC(=O)CP(=O)(OCC)OCC. As a reaction SMILES: [CH2:18]([N:19]=[C:20]=[N:21][CH2:22][CH2:23][CH2:24][NH:25][CH3:26])[CH3:27].[CH2:1]([CH3:2])[O:3][P:4](=[O:5])([O:6][CH2:7][CH3:8])[CH2:9][C:10](=[O:11])[OH:12].[CH2:28]([Cl:29])[Cl:30].[CH3:31][N:32]([CH3:33])[c:34]1[cH:35][cH:36][n:37][cH:38][cH:39]1.[ClH:17].[OH:13][CH2:14][CH:15]=[CH2:16]>>[CH2:1]([CH3:2])[O:3][P:4](=[O:5])([O:6][CH2:7][CH3:8])[CH2:9][C:10](=[O:11])[O:12][CH2:16][CH:15]=[CH2:14]. The reactants are N=1C=CN2C1C=C(C=C2)CO (imidazo[1,2-a]pyridin-7-ylmethanol), C1=CC=C(C=C1)OP(=O)(N=[N+]=[N-])OC2=CC=CC=C2 (diphenylphosphonic azide), N12CCCCCC2=NCCC1 (1,8-diazabicyclo[5.4.0]undec-7-ene). The solvent is C1(=CC=CC=C1)C (toluene), C(Cl)Cl (CH2Cl2), O (water), C(Cl)Cl (CH2Cl2). Reaction conditions: temperature 0 celsius, time 2 hour. Product: N(=[N+]=[N-])CC1=CC=2N(C=C1)C=CN2 (7-(Azidomethyl)imidazo[1,2-a]pyridine). Isolated yield 95.5%. RXN SMILES: [N:1]1[CH:2]=[CH:3][N:4]2[CH:9]=[CH:8][C:7]([CH2:10]O)=[CH:6][C:5]=12.C1C=CC(OP(OC2C=CC=CC=2)([N:21]=[N+:22]=[N-:23])=O)=CC=1.N12CCCN=C1CCCCC2>C1(C)C=CC=CC=1.C(Cl)Cl.O>[N:21]([CH2:10][C:7]1[CH:8]=[CH:9][N:4]2[CH:3]=[CH:2][N:1]=[C:5]2[CH:6]=1)=[N+:22]=[N-:23]. Procedure details: To a stirred solution of imidazo[1,2-a]pyridin-7-ylmethanol (80% purity, 1.68 g, 9.07 mmol) in toluene (40 mL) and CH2Cl2 (40 mL) at 0° C. was added diphenylphosphonic azide (3.5 mL, 16 mmol) followed by 1,8-diazabicyclo[5.4.0]undec-7-ene (2.5 mL, 17 mmol). The mixture was stirred at 0° C. for 2 h and then at rt for 16 h. The reaction mixture was diluted with water (200 mL) and CH2Cl2 (200 mL). The organic layer was separated and washed with brine, dried (Mg2SO4), filtered, and concentrated. The... Starting materials: N#Cc1nc2cccc(CBr)c2o1, O=C([O-])[O-], CCOC(C)=O, CN(C)C=O, [K+], [K+], Oc1ccc(OCc2ccc3ccccc3n2)cc1. Yields the product N#Cc1nc2cccc(COc3ccc(OCc4ccc5ccccc5n4)cc3)c2o1. RXN SMILES: [Br:20][CH2:21][c:22]1[cH:23][cH:24][cH:25][c:26]2[n:27][c:28]([C:31]#[N:32])[o:29][c:30]12.[C:33](=[O:34])([O-:35])[O-:36].[CH2:44]([O:45][C:46](=[O:47])[CH3:48])[CH3:49].[CH3:39][N:40]([CH3:41])[CH:42]=[O:43].[K+:37].[K+:38].[n:1]1[c:2]([CH2:11][O:12][c:13]2[cH:14][cH:15][c:16]([OH:19])[cH:17][cH:18]2)[cH:3][cH:4][c:5]2[cH:6][cH:7][cH:8][cH:9][c:10]12>>[n:1]1[c:2]([CH2:11][O:12][c:13]2[cH:14][cH:15][c:16]([O:19][CH2:21][c:22]3[cH:23][cH:24][cH:25][c:26]4[n:27][c:28]([C:31]#[N:32])[o:29][c:30]34)[cH:17][cH:18]2)[cH:3][cH:4][c:5]2[cH:6][cH:7][cH:8][cH:9][c:10]12. Reactants: CCCCN(CCCC)CCCC, CCOCC, C[n+]1ccccc1Cl, [I-], OCc1ccccc1, O=C(O)Cc1ccccc1. RXN SMILES: [CH2:28]([N:29]([CH2:30][CH2:31][CH2:32][CH3:33])[CH2:34][CH2:35][CH2:36][CH3:37])[CH2:38][CH2:39][CH3:40].[CH2:41]([O:42][CH2:43][CH3:44])[CH3:45].[Cl:2][c:3]1[cH:4][cH:5][cH:6][cH:7][n+:8]1[CH3:9].[I-:1].[OH:10][CH2:11][c:12]1[cH:13][cH:14][cH:15][cH:16][cH:17]1.[OH:18][C:19](=[O:20])[CH2:21][c:22]1[cH:23][cH:24][cH:25][cH:26][cH:27]1>>[O:10]([CH2:11][c:12]1[cH:13][cH:14][cH:15][cH:16][cH:17]1)[C:19](=[O:18])[CH2:21][c:22]1[cH:23][cH:24][cH:25][cH:26][cH:27]1. The product is O=C(Cc1ccccc1)OCc1ccccc1. The reactants are COC([C@H](CC(C)C)N1C(C=C(C1)OC1=C2C=NN(C2=CC=C1)C)=O)=O ((S)-4-methyl-2-[4-(1-methyl-1H-indazol-4-yloxy)-2-oxo-2,5-dihydro-pyrrol-1-yl]-pentanoic acid methyl ester), O.[OH-].[Li+] (lithium hydroxide monohydrate). Reaction SMILES: C[O:2][C:3](=[O:26])[C@@H:4]([N:9]1[CH2:13][C:12]([O:14][C:15]2[CH:23]=[CH:22][CH:21]=[C:20]3[C:16]=2[CH:17]=[N:18][N:19]3[CH3:24])=[CH:11][C:10]1=[O:25])[CH2:5][CH:6]([CH3:8])[CH3:7].O.[OH-].[Li+]>O1CCCC1.O>[CH3:7][CH:6]([CH3:8])[CH2:5][C@H:4]([N:9]1[CH2:13][C:12]([O:14][C:15]2[CH:23]=[CH:22][CH:21]=[C:20]3[C:16]=2[CH:17]=[N:18][N:19]3[CH3:24])=[CH:11][C:10]1=[O:25])[C:3]([OH:26])=[O:2] |f:1.2.3|. The product is CC(C[C@@H](C(=O)O)N1C(C=C(C1)OC1=C2C=NN(C2=CC=C1)C)=O)C ((S)-4-methyl-2-[4-(1-methyl-1H-indazol-4-yloxy)-2-oxo-2,5-dihydro-pyrrol-1-yl]-pentanoic acid). Conditions: time 3.5 hour. The solvent is O1CCCC1 (tetrahydrofuran), O (water). Reported procedure: A solution of (S)-4-methyl-2-[4-(1-methyl-1H-indazol-4-yloxy)-2-oxo-2,5-dihydro-pyrrol-1-yl]-pentanoic acid methyl ester (30 mg, 0.08 mmol) in tetrahydrofuran (5 mL) and water (1 mL) was treated with lithium hydroxide monohydrate (3.6 mg 0.08 mmol). The mixture was stirred at room temperature for 3.5 h and then partitioned between ethyl acetate and water. The aqueous phase was acidified with 1N aqueous hydrochloric acid (pH=1), and extracted with ethyl acetate. The organic layer was dried over s... The reactants are N(=NC(=O)OCC)C(=O)OCC (Diethyl azodicarboxylate), OC1=CC=C(CN2N=C(C(=C2)CCC(=O)OC)C2=CC=CC=C2)C=C1 (methyl 3-[1-(4-hydroxybenzyl)-3-phenyl-1H-pyrazol-4-yl]propionate), CC=1OC(=C(N1)CO)C ((2,5-dimethyl-4-oxazolyl]methanol), C1(=CC=CC=C1)P(C1=CC=CC=C1)C1=CC=CC=C1 (triphenylphosphine). Solvent: O1CCCC1 (tetrahydrofuran). Run at time 8 hour. The product is CC=1OC(=C(N1)COC1=CC=C(CN2N=C(C(=C2)CCC(=O)OC)C2=CC=CC=C2)C=C1)C (methyl 3-[1-[4-(2,5-dimethyl-4-oxazolylmethoxy)benzyl]3-phenyl-1H-pyrazol-4-yl]propionate). The yield is 43.5%. Reaction SMILES: N(C(OCC)=O)=NC(OCC)=O.[OH:13][C:14]1[CH:37]=[CH:36][C:17]([CH2:18][N:19]2[CH:23]=[C:22]([CH2:24][CH2:25][C:26]([O:28][CH3:29])=[O:27])[C:21]([C:30]3[CH:35]=[CH:34][CH:33]=[CH:32][CH:31]=3)=[N:20]2)=[CH:16][CH:15]=1.[CH3:38][C:39]1[O:40][C:41]([CH3:46])=[C:42]([CH2:44]O)[N:43]=1.C1(P(C2C=CC=CC=2)C2C=CC=CC=2)C=CC=CC=1>O1CCCC1>[CH3:38][C:39]1[O:40][C:41]([CH3:46])=[C:42]([CH2:44][O:13][C:14]2[CH:15]=[CH:16][C:17]([CH2:18][N:19]3[CH:23]=[C:22]([CH2:24][CH2:25][C:26]([O:28][CH3:29])=[O:27])[C:21]([C:30]4[CH:31]=[CH:32][CH:33]=[CH:34][CH:35]=4)=[N:20]3)=[CH:36][CH:37]=2)[N:43]=1. Procedure details: Diethyl azodicarboxylate (40% in toluene, 1.00 g) was added dropwise slowly to a mixture of methyl 3-[1-(4-hydroxybenzyl)-3-phenyl-1H-pyrazol-4-yl]propionate (500 mg), (2,5-dimethyl-4-oxazolyl]methanol (275 mg), triphenylphosphine (585 mg) and tetrahydrofuran (10 ml) at room temperature. After the mixture was stirred at room temperature for 8 hours, the reaction solvent was removed under reduced pressure. The residue was subjected to silica gel column chromatography, and methyl 3-[1-[4-(2,5-dime...